Task: describe an organic reaction: reactants, conditions, products, and yield. Dataset: the Open Reaction Database (ORD), a public repository of structured organic reaction records Reactants: [H-].[Al+3].[Li+].[H-].[H-].[H-] (lithium aluminum hydride), C(C)OC(=O)N1[C@H](C[C@H](CC1)O)C1=C(C=C(C=C1)C(CCCCCC)(C)C)OCC1=CC=CC=C1 (N-ethoxycarbonyl-cis-2-[2-benzyloxy-4-(1,1-dimethylheptyl)phenyl]-4-piperidinol). Run in C(C)OCC (ethyl ether). Conditions: temperature 25 celsius, time 0.5 hour. Yields the product CN1[C@H](C[C@H](CC1)O)C1=C(C=C(C=C1)C(CCCCCC)(C)C)OCC1=CC=CC=C1 (N-Methyl-cis-2-[2-benzyloxy-4-(1,1-dimethylheptyl)phenyl]-4-piperidinol). Isolated yield 90.3%. RXN SMILES: [H-].[Al+3].[Li+].[H-].[H-].[H-].C(O[C:10]([N:12]1[CH2:17][CH2:16][C@H:15]([OH:18])[CH2:14][C@@H:13]1[C:19]1[CH:24]=[CH:23][C:22]([C:25]([CH3:33])([CH3:32])[CH2:26][CH2:27][CH2:28][CH2:29][CH2:30][CH3:31])=[CH:21][C:20]=1[O:34][CH2:35][C:36]1[CH:41]=[CH:40][CH:39]=[CH:38][CH:37]=1)=O)C>C(OCC)C>[CH3:10][N:12]1[CH2:17][CH2:16][C@H:15]([OH:18])[CH2:14][C@@H:13]1[C:19]1[CH:24]=[CH:23][C:22]([C:25]([CH3:33])([CH3:32])[CH2:26][CH2:27][CH2:28][CH2:29][CH2:30][CH3:31])=[CH:21][C:20]=1[O:34][CH2:35][C:36]1[CH:37]=[CH:38][CH:39]=[CH:40][CH:41]=1 |f:0.1.2.3.4.5|. Reported procedure: To a 25° C. slurry of 267 mg (7.04 mmole) of lithium aluminum hydride in 12 ml ethyl ether is added dropwise over 30 minutes a solution of 1.50 g (3.11 mmole) of N-ethoxycarbonyl-cis-2-[2-benzyloxy-4-(1,1-dimethylheptyl)phenyl]-4-piperidinol. The reaction is stirred for 0.5 hour at 25° C., then two hours at reflux. The reaction is quenched by addition of wet magnesium sulfate followed by decantation and washing of the salts with two 30 ml portions of ether. The ether extract is washed with 10 ml...